Dataset: the Open Reaction Database (ORD), a public repository of structured organic reaction records. Task: describe an organic reaction: reactants, conditions, products, and yield The reactants are [BH4-], CO, [Cl-], Cc1cc(-n2cccn2)c2cccc(OCc3c(Cl)ccc(-n4cccc4C=O)c3Cl)c2n1, [NH4+], [Na+]. Yields the product Cc1cc(-n2cccn2)c2cccc(OCc3c(Cl)ccc(-n4cccc4CO)c3Cl)c2n1. Reaction SMILES: [BH4-:34].[CH3:38][OH:39].[Cl-:36].[Cl:1][c:2]1[c:3](-[n:27]2[c:28]([CH:32]=[O:33])[cH:29][cH:30][cH:31]2)[cH:4][cH:5][c:6]([Cl:26])[c:7]1[CH2:8][O:9][c:10]1[cH:11][cH:12][cH:13][c:14]2[c:15](-[n:21]3[n:22][cH:23][cH:24][cH:25]3)[cH:16][c:17]([CH3:20])[n:18][c:19]12.[NH4+:37].[Na+:35]>>[Cl:1][c:2]1[c:3](-[n:27]2[c:28]([CH2:32][OH:33])[cH:29][cH:30][cH:31]2)[cH:4][cH:5][c:6]([Cl:26])[c:7]1[CH2:8][O:9][c:10]1[cH:11][cH:12][cH:13][c:14]2[c:15](-[n:21]3[n:22][cH:23][cH:24][cH:25]3)[cH:16][c:17]([CH3:20])[n:18][c:19]12. Reactants: [Br-], O=C([O-])[O-], C[Mg+], CCOCC, N#Cc1c(N)cccc1Cl, [Na+], [Na+]. The product is CC(=O)c1c(N)cccc1Cl. As a reaction SMILES: [Br-:11].[C:14]([O-:15])([O-:16])=[O:17].[CH3:12][Mg+:13].[CH3:20][CH2:21][O:22][CH2:23][CH3:24].[NH2:1][c:2]1[c:3]([C:4]#[N:5])[c:6]([Cl:10])[cH:7][cH:8][cH:9]1.[Na+:18].[Na+:19]>>[NH2:1][c:2]1[c:3]([C:14]([CH3:12])=[O:17])[c:6]([Cl:10])[cH:7][cH:8][cH:9]1. Reactants: COC1=CC2=C(C=C1)NC=C2C=O (5-Methoxyindole-3-carboxyaldehyde), P([O-])([O-])=O (phosphonate), P(=O)(O)(O)CC(=O)OC (methyl phosphonoacetate), [H-].[Na+] (sodium hydride), [H][H] (hydrogen). Run in ClCCl (dichloromethane), O1CCCC1 (tetrahydrofuran), O1CCCC1 (tetrahydrofuran). Run at temperature 55 celsius. Yields the product COC(C=CC1=CNC2=CC=C(C=C12)OC)=O (3-(5-Methoxy-1H-indol-3-yl)-acrylic acid methyl ester). Yield: 78.0%. Reaction SMILES: P([CH2:5][C:6]([O:8][CH3:9])=[O:7])(O)(O)=O.[H-].[Na+].[H][H].[CH3:14][O:15][C:16]1[CH:21]=[CH:20][C:19]2[NH:22][CH:23]=[C:24]([CH:25]=O)[C:18]=2[CH:17]=1.P(=O)([O-])[O-]>O1CCCC1.ClCCl>[CH3:9][O:8][C:6](=[O:7])[CH:5]=[CH:25][C:24]1[C:18]2[C:19](=[CH:20][CH:21]=[C:16]([O:15][CH3:14])[CH:17]=2)[NH:22][CH:23]=1 |f:1.2|. Procedure details: To a cold solution (ice bath) of methyl phosphonoacetate (13.74 g, 0.065 mol) in tetrahydrofuran (120 mL) under nitrogen, was added sodium hydride (2.6 g, 0.065 mol, 60%) in one portion, and stirred until hydrogen evolution ceased. A solution of commercially available 5-Methoxyindole-3-carboxyaldehyde 2 (5.2 g, 0.029 mol) in tetrahydrofuran (80 mL) was added, over a period of 60 minutes, to the phosphonate solution. The reaction mixture was heated to 55° C. for 24 h after which the mixture was d... The reactants are C(=O)(O)C1=CC=C(C=C1)NC(NN)=S (4-(4-carboxyphenyl)-3-thiosemicarbazide), COC1=C(C=O)C=CC=C1C1=CC=C(C=C1)C (2-methoxy-3-(4-methylphenyl)benzaldehyde), S(=O)(=O)(C1=CC=C(C)C=C1)NN (TsNHNH2). Run in CN(C=O)C (dimethylformamide). Run at time 24 hour. Yields the product C(=O)(O)C1=CC=C(C=C1)NC(NN=CC1=C(C(=CC=C1)C1=CC=C(C=C1)C)OC)=S (4-(4-carboxyphenyl)-1-[2-methoxy-3-(4-methylphenyl)benzylidene]-3-thiosemicarbazide). The yield is 14.3%. As a reaction SMILES: [C:1]([C:4]1[CH:9]=[CH:8][C:7]([NH:10][C:11](=[S:14])[NH:12][NH2:13])=[CH:6][CH:5]=1)([OH:3])=[O:2].[CH3:15][O:16][C:17]1[C:24]([C:25]2[CH:30]=[CH:29][C:28]([CH3:31])=[CH:27][CH:26]=2)=[CH:23][CH:22]=[CH:21][C:18]=1[CH:19]=O.S(NN)(C1C=CC(C)=CC=1)(=O)=O>CN(C)C=O>[C:1]([C:4]1[CH:5]=[CH:6][C:7]([NH:10][C:11](=[S:14])[NH:12][N:13]=[CH:19][C:18]2[CH:21]=[CH:22][CH:23]=[C:24]([C:25]3[CH:26]=[CH:27][C:28]([CH3:31])=[CH:29][CH:30]=3)[C:17]=2[O:16][CH3:15])=[CH:8][CH:9]=1)([OH:3])=[O:2]. Procedure: A solution of 4-(4-carboxyphenyl)-3-thiosemicarbazide (11 mg, 0.05 mmol) and 2-methoxy-3-(4-methylphenyl)benzaldehyde (14 mg, 0.06 mmol) in dimethylformamide (1 mL) was shaken with 4 Å molecular sieves for 40 h. PS-TsNHNH2 resin (17 mg, 0.05 mmol) was added and shaking continued for 24 h, then the resin was filtered off. The solvent was removed under vacuum and the residue chromatographed by reverse phase HPLC (CombiPrep ODS-A, 10–90% acetonitrile/water+0.1% trifluoroacetic acid) to give the tit... Starting materials: [BH4-], CC(=O)O, CC(C)=O, COC(=O)c1c(N)cccc1S(=O)(=O)NC(C)(C)C, N, [Na+]. Product: COC(=O)c1c(NC(C)C)cccc1S(=O)(=O)NC(C)(C)C. As a reaction SMILES: [BH4-:1].[CH3:27][C:28](=[O:29])[OH:30].[CH3:3][C:4]([CH3:5])=[O:6].[NH2:7][c:8]1[c:9]([C:10](=[O:11])[O:12][CH3:13])[c:14]([S:18](=[O:19])(=[O:20])[NH:21][C:22]([CH3:23])([CH3:24])[CH3:25])[cH:15][cH:16][cH:17]1.[NH3:26].[Na+:2]>>[CH3:3][CH:4]([CH3:5])[NH:7][c:8]1[c:9]([C:10](=[O:11])[O:12][CH3:13])[c:14]([S:18](=[O:19])(=[O:20])[NH:21][C:22]([CH3:23])([CH3:24])[CH3:25])[cH:15][cH:16][cH:17]1. Starting materials: CC(C)(C)OC(=O)N(CCOc1cc(Cl)cc(C(=O)N(CCCn2ncnn2)c2ccccc2F)c1)c1ccncc1, ClCCl, O=C(O)C(F)(F)F. Yields the product O=C(c1cc(Cl)cc(OCCNc2ccncc2)c1)N(CCCn1ncnn1)c1ccccc1F. RXN SMILES: [C:1]([O:2][C:3](=[O:4])[N:7]([c:8]1[cH:9][cH:10][n:11][cH:12][cH:13]1)[CH2:14][CH2:15][O:16][c:17]1[cH:18][c:19]([Cl:41])[cH:20][c:21]([C:23]([N:24]([CH2:25][CH2:26][CH2:27][n:28]2[n:29][cH:30][n:31][n:32]2)[c:33]2[c:34]([F:39])[cH:35][cH:36][cH:37][cH:38]2)=[O:40])[cH:22]1)([CH3:5])([CH3:6])[CH3:42].[Cl:50][CH2:51][Cl:52].[OH:43][C:44]([C:45]([F:46])([F:47])[F:48])=[O:49]>>[NH:7]([c:8]1[cH:9][cH:10][n:11][cH:12][cH:13]1)[CH2:14][CH2:15][O:16][c:17]1[cH:18][c:19]([Cl:41])[cH:20][c:21]([C:23]([N:24]([CH2:25][CH2:26][CH2:27][n:28]2[n:29][cH:30][n:31][n:32]2)[c:33]2[c:34]([F:39])[cH:35][cH:36][cH:37][cH:38]2)=[O:40])[cH:22]1.